Task: describe an organic reaction: reactants, conditions, products, and yield. Dataset: the Open Reaction Database (ORD), a public repository of structured organic reaction records The reactants are CCOC(=O)CBr, CN(C(=O)C1CCc2[nH]c3ccc(C#N)cc3c2C1)c1ccccc1, CC(C)(C)[O-], [K+], [K+], CN(C)C=O, O=P([O-])(O)O. Yields the product CCOC(=O)Cn1c2c(c3cc(C#N)ccc31)CC(C(=O)N(C)c1ccccc1)CC2. Reaction SMILES: [Br:32][CH2:33][C:34](=[O:35])[O:36][CH2:37][CH3:38].[CH3:1][N:2]([C:3](=[O:4])[CH:5]1[CH2:6][CH2:7][c:8]2[nH:9][c:10]3[cH:11][cH:12][c:13]([C:18]#[N:19])[cH:14][c:15]3[c:16]2[CH2:17]1)[c:20]1[cH:21][cH:22][cH:23][cH:24][cH:25]1.[CH3:26][C:27]([CH3:28])([O-:29])[CH3:30].[K+:31].[K+:44].[O:45]=[CH:46][N:47]([CH3:48])[CH3:49].[P:39]([O-:40])([OH:41])([OH:42])=[O:43]>>[CH3:1][N:2]([C:3](=[O:4])[CH:5]1[CH2:6][CH2:7][c:8]2[n:9]([CH2:33][C:34](=[O:35])[O:36][CH2:37][CH3:38])[c:10]3[cH:11][cH:12][c:13]([C:18]#[N:19])[cH:14][c:15]3[c:16]2[CH2:17]1)[c:20]1[cH:21][cH:22][cH:23][cH:24][cH:25]1. Starting materials: B, CCOCCOc1ccc(C(=O)O)cn1, Cl, C1CCOC1. Yields the product CCOCCOc1ccc(CO)cn1. As a reaction SMILES: [BH3:1].[CH2:2]([CH3:3])[O:4][CH2:5][CH2:6][O:7][c:8]1[n:9][cH:10][c:11]([C:12](=[O:13])[OH:14])[cH:15][cH:16]1.[ClH:17].[O:18]1[CH2:19][CH2:20][CH2:21][CH2:22]1>>[CH2:2]([CH3:3])[O:4][CH2:5][CH2:6][O:7][c:8]1[n:9][cH:10][c:11]([CH2:12][OH:13])[cH:15][cH:16]1. The reactants are C1CCOC1, CC(=O)O, Nc1cc(O)c(Cl)cc1F, O=C1CC(C(F)(F)F)CC(=O)O1, O. The product is O=C(O)CC(CC(=O)Nc1cc(O)c(Cl)cc1F)C(F)(F)F. As a reaction SMILES: [CH2:28]1[O:29][CH2:30][CH2:31][CH2:32]1.[CH3:12][C:13](=[O:14])[OH:15].[Cl:1][c:2]1[cH:3][c:4]([F:10])[c:5]([NH2:6])[cH:7][c:8]1[OH:9].[F:16][C:17]([CH:18]1[CH2:19][C:20](=[O:21])[O:22][C:23](=[O:25])[CH2:24]1)([F:26])[F:27].[OH2:11]>>[Cl:1][c:2]1[cH:3][c:4]([F:10])[c:5]([NH:6][C:23]([CH2:24][CH:18]([C:17]([F:16])([F:26])[F:27])[CH2:19][C:20](=[O:21])[OH:22])=[O:25])[cH:7][c:8]1[OH:9]. Reactants: Cl.ClC1=CC2=C(N3C(=NN=C3CNC2)[C@@H]2CC[C@H](CC2)OC(C)C)C=C1 (trans-8-chloro-1-(4-isopropoxy-cyclohexyl)-5,6-dihydro-4H-2,3,5,10b-tetraaza-benzo[e]azulene hydrochloride), C([O-])([O-])=O.[K+].[K+] (potassium carbonate), Br.BrCC1=NC=CC=C1 (2-(bromomethyl)pyridine hydrobromide). The solvent is C(C)#N (acetonitrile). Conditions: temperature 50 celsius, time 20 hour. Product: ClC=1C=CC2=C(CN(CC3=NN=C(N23)[C@@H]2CC[C@H](CC2)OC(C)C)CC2=NC=CC=C2)C1 (trans-8-Chloro-1-(4-isopropoxy-cyclohexyl)-5-pyridin-2-ylmethyl-5,6-dihydro-4H-2,3,5,10b-tetraaza-benzoazulene). Isolated yield 56.5%. RXN SMILES: Cl.[Cl:2][C:3]1[CH:26]=[CH:25][C:6]2[N:7]3[C:11]([CH2:12][NH:13][CH2:14][C:5]=2[CH:4]=1)=[N:10][N:9]=[C:8]3[C@H:15]1[CH2:20][CH2:19][C@H:18]([O:21][CH:22]([CH3:24])[CH3:23])[CH2:17][CH2:16]1.C(=O)([O-])[O-].[K+].[K+].Br.Br[CH2:35][C:36]1[CH:41]=[CH:40][CH:39]=[CH:38][N:37]=1>C(#N)C>[Cl:2][C:3]1[CH:26]=[CH:25][C:6]2[N:7]3[C:11](=[N:10][N:9]=[C:8]3[C@H:15]3[CH2:16][CH2:17][C@H:18]([O:21][CH:22]([CH3:24])[CH3:23])[CH2:19][CH2:20]3)[CH2:12][N:13]([CH2:35][C:36]3[CH:41]=[CH:40][CH:39]=[CH:38][N:37]=3)[CH2:14][C:5]=2[CH:4]=1 |f:0.1,2.3.4,5.6|. Procedure: To a mixture of trans-8-chloro-1-(4-isopropoxy-cyclohexyl)-5,6-dihydro-4H-2,3,5,10b-tetraaza-benzo[e]azulene hydrochloride (0.070 g, 0.18 mmol) and potassium carbonate (0.073 ml, 0.53 mmol) in acetonitrile (1 ml) was added 2-(bromomethyl)pyridine hydrobromide (0.048 g, 0.18 mmol) at room temperature. Stirring for 20 h at 50° C. was followed by partitioning between 1 M aqueous sodium hydroxide solution (30 ml) and dichloromethane (30 ml). The layers were separated. The aqueous layer was extracted... Starting materials: O=C([O-])[O-], C#CCBr, CC(C)=O, Cc1ccccc1, CN(C)c1nc(=O)n(-c2cc(O)c(Cl)cc2F)c(=O)n1C, [K+], [K+]. Yields the product C#CCOc1cc(-n2c(=O)nc(N(C)C)n(C)c2=O)c(F)cc1Cl. Reaction SMILES: [C:22](=[O:23])([O-:24])[O-:25].[CH2:28]([C:29]#[CH:30])[Br:31].[CH3:32][C:33](=[O:34])[CH3:35].[CH3:36][c:37]1[cH:38][cH:39][cH:40][cH:41][cH:42]1.[Cl:1][c:2]1[cH:3][c:4]([F:21])[c:5](-[n:9]2[c:10](=[O:20])[n:11]([CH3:19])[c:12]([N:16]([CH3:17])[CH3:18])[n:13][c:14]2=[O:15])[cH:6][c:7]1[OH:8].[K+:26].[K+:27]>>[Cl:1][c:2]1[cH:3][c:4]([F:21])[c:5](-[n:9]2[c:10](=[O:20])[n:11]([CH3:19])[c:12]([N:16]([CH3:17])[CH3:18])[n:13][c:14]2=[O:15])[cH:6][c:7]1[O:8][CH2:30][C:29]#[CH:28]. The reactants are [H-].[Na+] (Sodium hydride), ClCCOC(NCC1CN2C(C(S1)C=1OC(=CC1)Cl)=C1C(=C2C=2SC=C(N2)C)C(N(C(N1C)=O)C)=O)=O (2-chloroethyl((10-(5-chlorofuran-2-yl)-1,3-dimethyl-5-(4-methylthiazol-2-yl)-2,4-dioxo-2,3,4,7,8,10-hexahydro-1H-pyrimido[4′,5′:3,4]pyrrolo[2,1-c][1,4]thiazin-8-yl)methyl)carbamate), [H-].[Na+] (sodium hydride). Solvent: C1CCOC1 (THF). Product: ClC1=CC=C(O1)C1SC(CN2C1=C1C(=C2C=2SC=C(N2)C)C(N(C(N1C)=O)C)=O)CN1C(OCC1)=O (10-(5-Chlorofuran-2-yl)-1,3-dimethyl-5-(4-methylthiazol-2-yl)-8-((2-oxooxazolidin-3-yl)methyl)-7,8-dihydro-1H-pyrimido[4′,5′:3,4]pyrrolo[2,1-c][1,4]thiazine-2,4(3H,10H)-dione). As a reaction SMILES: [H-].[Na+].Cl[CH2:4][CH2:5][O:6][C:7](=[O:39])[NH:8][CH2:9][CH:10]1[S:15][CH:14]([C:16]2[O:17][C:18]([Cl:21])=[CH:19][CH:20]=2)[C:13]2=[C:22]3[N:34]([CH3:35])[C:33](=[O:36])[N:32]([CH3:37])[C:31](=[O:38])[C:23]3=[C:24]([C:25]3[S:26][CH:27]=[C:28]([CH3:30])[N:29]=3)[N:12]2[CH2:11]1>C1COCC1>[Cl:21][C:18]1[O:17][C:16]([CH:14]2[C:13]3=[C:22]4[N:34]([CH3:35])[C:33](=[O:36])[N:32]([CH3:37])[C:31](=[O:38])[C:23]4=[C:24]([C:25]4[S:26][CH:27]=[C:28]([CH3:30])[N:29]=4)[N:12]3[CH2:11][CH:10]([CH2:9][N:8]3[CH2:4][CH2:5][O:6][C:7]3=[O:39])[S:15]2)=[CH:20][CH:19]=1 |f:0.1|. Reported procedure: Sodium hydride (60% wt in mineral oil, 6.69 mg, 0.167 mmol) was added to a solution of 2-chloroethyl((10-(5-chlorofuran-2-yl)-1,3-dimethyl-5-(4-methylthiazol-2-yl)-2,4-dioxo-2,3,4,7,8,10-hexahydro-1H-pyrimido[4′,5′:3,4]pyrrolo[2,1-c][1,4]thiazin-8-yl)methyl)carbamate (48.9 mg, 0.084 mmol) in THF (4 mL). The mixture was heated at reflux for 18 hours. A further portion of sodium hydride (60% wt in mineral oil, 33.4 mg, 0.836 mmol) was added and the mixture heated at reflux for a further 2 days. Th... Reactants: C(C)(C)(C)C1=CC=C(C=C1)S(=O)(=O)N(C=1C=C2C=CC=NC2=CC1)CC(=O)O ([(4-tert-butyl-benzenesulfonyl)-quinolin-6-yl-amino]-acetic acid), C1(CC1)NCC1=CC(=C(C=C1)OC)OC (cyclopropyl-(3,4-dimethoxy-benzyl)-amine). Yields the product C(C)(C)(C)C1=CC=C(C=C1)S(=O)(=O)N(CC(=O)N(CC1=CC(=C(C=C1)OC)OC)C1CC1)C=1C=C2C=CC=NC2=CC1 (2-[(4-tert-Butyl-benzenesulfonyl)-quinolin-6-yl-amino]-N-cyclopropyl-N-(3,4-dimethoxy-benzyl)-acetamide). As a reaction SMILES: [C:1]([C:5]1[CH:10]=[CH:9][C:8]([S:11]([N:14]([CH2:25][C:26]([OH:28])=O)[C:15]2[CH:16]=[C:17]3[C:22](=[CH:23][CH:24]=2)[N:21]=[CH:20][CH:19]=[CH:18]3)(=[O:13])=[O:12])=[CH:7][CH:6]=1)([CH3:4])([CH3:3])[CH3:2].[CH:29]1([NH:32][CH2:33][C:34]2[CH:39]=[CH:38][C:37]([O:40][CH3:41])=[C:36]([O:42][CH3:43])[CH:35]=2)[CH2:31][CH2:30]1>>[C:1]([C:5]1[CH:6]=[CH:7][C:8]([S:11]([N:14]([C:15]2[CH:24]=[C:23]3[C:22](=[CH:17][CH:16]=2)[N:21]=[CH:20][CH:19]=[CH:18]3)[CH2:25][C:26]([N:32]([CH:29]2[CH2:31][CH2:30]2)[CH2:33][C:34]2[CH:39]=[CH:38][C:37]([O:40][CH3:41])=[C:36]([O:42][CH3:43])[CH:35]=2)=[O:28])(=[O:12])=[O:13])=[CH:9][CH:10]=1)([CH3:2])([CH3:4])[CH3:3]. Procedure: prepared by reaction of [(4-tert-butyl-benzenesulfonyl)-quinolin-6-yl-amino]-acetic acid with cyclopropyl-(3,4-dimethoxy-benzyl)-amine